This data is from the Open Reaction Database (ORD), a public repository of structured organic reaction records. The task is: describe an organic reaction: reactants, conditions, products, and yield The reactants are K4Fe(CN)6, BrC(=CC1=C(C=C(C=C1)C)O)Br (2-(2,2-dibromovinyl)-5-methylphenol), C(=O)([O-])[O-].[Na+].[Na+] (Na2CO3), CN(C)C=O (DMF). Reagents/catalysts: CC(=O)[O-].CC(=O)[O-].[Pd+2] (Pd(OAc)2), C1=CC=C(C=C1)P(C2=CC=CC=C2)C3=CC=CC=C3 (PPh3), [Cu]I (CuI). Conditions: temperature 80 celsius. Yields the product CC1=CC2=C(C=C(O2)C#N)C=C1 (6-methylbenzofuran-2-carbonitrile). As a reaction SMILES: Br[C:2](Br)=[CH:3][C:4]1[CH:9]=[CH:8][C:7]([CH3:10])=[CH:6][C:5]=1[OH:11].C([O-])([O-])=O.[Na+].[Na+].[CH3:19][N:20](C=O)C>[Cu]I.CC([O-])=O.CC([O-])=O.[Pd+2].C1C=CC(P(C2C=CC=CC=2)C2C=CC=CC=2)=CC=1>[CH3:10][C:7]1[CH:8]=[CH:9][C:4]2[CH:3]=[C:2]([C:19]#[N:20])[O:11][C:5]=2[CH:6]=1 |f:1.2.3,6.7.8|. Procedure: To a 500 mL 3-neck flask was added 2-(2,2-dibromovinyl)-5-methylphenol (17.7 g, 60.6 mmol), CuI (1.16 g, 6.06 mmol), Na2CO3 (12.85 g, 121 mmol) and DMF (120 mL). The reaction was heated to 80° C. for 6 hr. After 6 hr the r×n was cooled to RT and anhydrous K4Fe(CN)6 (4.47 g, 12.12 mmol), Pd(OAc)2 (2.04 g, 3.03 mmol) and PPh3 (0.32 g, 1.21 mmol) were added to the reaction and the reaction was flushed with nitrogen for 10 min. The reaction was then heated to 120° C. for 18 hr. After 18 hr the r×n w... The reactants are C(C)(C)(C)OC(NC1CCC(CC1)NC(C1=CC(=CC(=C1)O)OC1=CC=C(C=C1)CNC(=O)OC(C)(C)C)=O)=O ({4-[3-[4-tert-Butoxycarbonylaminomethylphenoxy]-5-hydroxybenzoylamino]-cyclohexyl}carbamic acid tert-butyl ester), FC=1C=C(C#N)C=C(C1F)F (3,4,5-trifluoro-benzonitrile). Yields the product C(C)(C)(C)OC(NC1CCC(CC1)NC(C1=CC(=CC(=C1)OC1=C(C=C(C=C1F)C#N)F)OC1=CC=C(C=C1)CNC(=O)OC(C)(C)C)=O)=O ({4-[3-[4-(tert-Butoxycarbonylamino-methyl)-phenoxy]-5-(4-cyano-2,6-difluoro-phenoxy)-benzoylamino]-cyclohexyl}-carbamic Acid Tert-butyl Ester). The yield is 64.9%. RXN SMILES: [C:1]([O:5][C:6](=[O:40])[NH:7][CH:8]1[CH2:13][CH2:12][CH:11]([NH:14][C:15](=[O:39])[C:16]2[CH:21]=[C:20]([OH:22])[CH:19]=[C:18]([O:23][C:24]3[CH:29]=[CH:28][C:27]([CH2:30][NH:31][C:32]([O:34][C:35]([CH3:38])([CH3:37])[CH3:36])=[O:33])=[CH:26][CH:25]=3)[CH:17]=2)[CH2:10][CH2:9]1)([CH3:4])([CH3:3])[CH3:2].[F:41][C:42]1[CH:43]=[C:44]([CH:47]=[C:48]([F:51])[C:49]=1F)[C:45]#[N:46]>>[C:1]([O:5][C:6](=[O:40])[NH:7][CH:8]1[CH2:13][CH2:12][CH:11]([NH:14][C:15](=[O:39])[C:16]2[CH:21]=[C:20]([O:22][C:49]3[C:42]([F:41])=[CH:43][C:44]([C:45]#[N:46])=[CH:47][C:48]=3[F:51])[CH:19]=[C:18]([O:23][C:24]3[CH:25]=[CH:26][C:27]([CH2:30][NH:31][C:32]([O:34][C:35]([CH3:38])([CH3:37])[CH3:36])=[O:33])=[CH:28][CH:29]=3)[CH:17]=2)[CH2:10][CH2:9]1)([CH3:4])([CH3:2])[CH3:3]. Reported procedure: Using 0.5 g (0.89 mmol) of {4-[3-[4-tert-Butoxycarbonylaminomethylphenoxy]-5-hydroxybenzoylamino]-cyclohexyl}carbamic acid tert-butyl ester and 3,4,5-trifluoro-benzonitrile (0.34 g, 2.22 mmol) and following the procedure of Example 42(b) afforded 0.4 g of the required product. 1H NMR (DMSO-d6): δ 1.25 (4H, m), 1.38 (18H, d), 1.78 (4H, m), 3.18 (1H, m), 3.64 (1H, m), 4.12 (2H, d), 6.74 (1H, d), 6.90 (1H, s), 7.02 (2H, d), 7.20 (2H, d), 7.28 (2H, d), 7.40 (1H, m), 8.08 (2H, d), 8.32 (1H, d). Reactants: N#Cc1ccccc1N1CCC(N2CCCC(CN=[N+]=[N-])C2)CC1, c1ccc(P(c2ccccc2)c2ccccc2)cc1. Yields the product N#Cc1ccccc1N1CCC(N2CCCC(CN)C2)CC1. As a reaction SMILES: [N:1](=[N+:2]=[N-:3])[CH2:4][CH:5]1[CH2:6][N:7]([CH:11]2[CH2:12][CH2:13][N:14]([c:17]3[c:18]([C:19]#[N:20])[cH:21][cH:22][cH:23][cH:24]3)[CH2:15][CH2:16]2)[CH2:8][CH2:9][CH2:10]1.[c:25]1([P:26]([c:27]2[cH:28][cH:29][cH:30][cH:31][cH:32]2)[c:33]2[cH:34][cH:35][cH:36][cH:37][cH:38]2)[cH:39][cH:40][cH:41][cH:42][cH:43]1>>[NH2:1][CH2:4][CH:5]1[CH2:6][N:7]([CH:11]2[CH2:12][CH2:13][N:14]([c:17]3[c:18]([C:19]#[N:20])[cH:21][cH:22][cH:23][cH:24]3)[CH2:15][CH2:16]2)[CH2:8][CH2:9][CH2:10]1.